From a dataset of the Open Reaction Database (ORD), a public repository of structured organic reaction records. describe an organic reaction: reactants, conditions, products, and yield Reactants: C(=O)(N)N (carbamide), [I-].[K+] (potassium iodide), C([O-])([O-])=O.[K+].[K+] (potassium carbonate), OC1=CC=C(C=O)C=C1 (4-hydroxybenzaldehyde), C(C(C)C)Br (isobutylbromide). Yields the product C(C(C)C)OC1=CC=C(C=O)C=C1 (4-isobutoxybenzaldehyde). RXN SMILES: C(N)(N)=O.[OH:5][C:6]1[CH:13]=[CH:12][C:9]([CH:10]=[O:11])=[CH:8][CH:7]=1.[CH2:14](Br)[CH:15]([CH3:17])[CH3:16].[I-].[K+].C(=O)([O-])[O-].[K+].[K+]>>[CH2:14]([O:5][C:6]1[CH:13]=[CH:12][C:9]([CH:10]=[O:11])=[CH:8][CH:7]=1)[CH:15]([CH3:17])[CH3:16] |f:3.4,5.6.7|. Reported procedure: A method of synthesizing N-(1-methylpiperidin-4-yl)-N-(4-fluorophenylmethyl)-N′-(4-(2-Another embodiment disclosed herein includes a) phenylmethyl)carbamide, including reacting the 4-hydroxybenzaldehyde with isobutylbromide in the presence of potassium iodide and potassium carbonate to produce 4-isobutoxybenzaldehyde, reacting the 4-isobutoxybenzaldehyde with about 1.5 equivalents of NH2OH to produce 4-isobutoxybenzoxime, reacting the 4-isobutoxybenxoxime with H2 in the presence of Raney-Ni and ... The reactants are ClC1=CC=C(C=C1)S(=O)(=O)Cl (4-chlorobenzenesulfonyl chloride), C(C)(C)N(CC)C(C)C (diisopropylethylamine), N[C@@H](CC1=CC=C(OCCCC(=O)O)C=C1)C(=O)OC(C)(C)C (4-[4-((2S)-2-amino-2-tert-butoxycarbonyl-ethyl)-phenoxy]-butyric acid). The solvent is CN(C)C=O (DMF). Conditions: temperature 0 celsius, time 2 hour. Product: C(C)(C)(C)OC(=O)[C@H](CC1=CC=C(OCCCC(=O)O)C=C1)NS(=O)(=O)C1=CC=C(C=C1)Cl (4-{4-[(2S)-2-tert-Butoxycarbonyl-2-(4-chlorobenzenesulfonylamino)-ethyl]-phenoxy}-butyric acid). RXN SMILES: [NH2:1][C@H:2]([C:17]([O:19][C:20]([CH3:23])([CH3:22])[CH3:21])=[O:18])[CH2:3][C:4]1[CH:16]=[CH:15][C:7]([O:8][CH2:9][CH2:10][CH2:11][C:12]([OH:14])=[O:13])=[CH:6][CH:5]=1.[Cl:24][C:25]1[CH:30]=[CH:29][C:28]([S:31](Cl)(=[O:33])=[O:32])=[CH:27][CH:26]=1.C(N(C(C)C)CC)(C)C>CN(C=O)C>[C:20]([O:19][C:17]([C@@H:2]([NH:1][S:31]([C:28]1[CH:29]=[CH:30][C:25]([Cl:24])=[CH:26][CH:27]=1)(=[O:33])=[O:32])[CH2:3][C:4]1[CH:16]=[CH:15][C:7]([O:8][CH2:9][CH2:10][CH2:11][C:12]([OH:14])=[O:13])=[CH:6][CH:5]=1)=[O:18])([CH3:23])([CH3:22])[CH3:21]. Procedure: 200 mg of 4-[4-((2S)-2-amino-2-tert-butoxycarbonyl-ethyl)-phenoxy]-butyric acid were dissolved in 2 ml of DMF and cooled to 0° C. 220 mg of 4-chlorobenzenesulfonyl chloride and 270 mg of diisopropylethylamine were added and the reaction mixture was stirred at 0° C. for 2 hours. The reaction mixture was cooled to −25° C. for 16 hours and then warmed to room temperature. The reaction was quenched by the addition of water, and the mixture was extracted three times with dichloromethane. The combined... Reactants: Cl.C(=O)(O)CCC(=O)NCC1=CC=C(O1)C(=O)OC1=CC2=CC=C(C=C2C=C1)C(N)=N (6-amidino-2-naphthyl 5-(3-carboxypropionylaminomethyl)furan-2-carboxylate hydrochloride), CC([O-])C.[Al+3].CC([O-])C.CC([O-])C (aluminium isopropoxide). Conditions: time 3 hour. Reaction SMILES: [ClH:1].[C:2]([CH2:5][CH2:6][C:7]([NH:9][CH2:10][C:11]1[O:15][C:14]([C:16]([O:18][C:19]2[CH:28]=[CH:27][C:26]3[C:21](=[CH:22][CH:23]=[C:24]([C:29](=[NH:31])[NH2:30])[CH:25]=3)[CH:20]=2)=[O:17])=[CH:13][CH:12]=1)=[O:8])([OH:4])=[O:3].CC(C)[O-:34].[Al+3:36].CC(C)[O-:39].CC(C)[O-]>C(O)C.C1(C)C=CC=CC=1>[ClH:1].[OH-:3].[Al+3:36].[C:2]([CH2:5][CH2:6][C:7]([NH:9][CH2:10][C:11]1[O:15][C:14]([C:16]([O:18][C:19]2[CH:28]=[CH:27][C:26]3[C:21](=[CH:22][CH:23]=[C:24]([C:29](=[NH:30])[NH2:31])[CH:25]=3)[CH:20]=2)=[O:17])=[CH:13][CH:12]=1)=[O:8])([OH:4])=[O:3].[OH-:34].[OH-:39] |f:0.1,2.3.4.5,8.9.10.11.12.13|. Product: Cl.[OH-].[Al+3].C(=O)(O)CCC(=O)NCC1=CC=C(O1)C(=O)OC1=CC2=CC=C(C=C2C=C1)C(N)=N.[OH-].[OH-] (6-amidino-2-naphthyl 5-(3-carboxypropionylaminomethyl)furan-2-carboxylate aluminium hydroxide hydrochloride). Reported procedure: In 1.84 l of 95% ethanol was dissolved 18.4 g of 6-amidino-2-naphthyl 5-(3-carboxypropionylaminomethyl)furan-2-carboxylate hydrochloride, and a solution of 8.42 g of aluminium isopropoxide in 670 ml of toluene was added dropwise thereto at room temperature. After completion of the addition, the reaction mixture was stirred for 3 hours and allowed to stand overnight. The crystals thus precipitated were collected by filtration to obtain 19.1 g of the intended product. Solvent: C(C)O (ethanol), C1(=CC=CC=C1)C (toluene). Yield: 176.7%. Starting materials: CO, [K+], CCOC(=O)CCCN=[N+]=[N-], [OH-], O. Product: [N-]=[N+]=NCCCC(=O)O. As a reaction SMILES: [CH3:15][OH:16].[K+:13].[N:1](=[N+:2]=[N-:3])[CH2:4][CH2:5][CH2:6][C:7](=[O:8])[O:9][CH2:10][CH3:11].[OH-:12].[OH2:14]>>[N:1](=[N+:2]=[N-:3])[CH2:4][CH2:5][CH2:6][C:7](=[O:8])[OH:9]. Reactants: C#CCBr, O=C([O-])[O-], CCC(C)=O, Cc1ccccc1, [I-], [K+], [K+], [K+], OCc1ccccc1O. The product is C#CCOc1ccccc1CO. Reaction SMILES: [Br:16][CH2:17][C:18]#[CH:19].[C:10](=[O:11])([O-:12])[O-:13].[CH2:22]([C:23]([CH3:24])=[O:25])[CH3:26].[CH3:27][c:28]1[cH:29][cH:30][cH:31][cH:32][cH:33]1.[I-:21].[K+:14].[K+:15].[K+:20].[OH:1][CH2:2][c:3]1[cH:4][cH:5][cH:6][cH:7][c:8]1[OH:9]>>[OH:1][CH2:2][c:3]1[cH:4][cH:5][cH:6][cH:7][c:8]1[O:9][CH2:19][C:18]#[CH:17].